Dataset: the Open Reaction Database (ORD), a public repository of structured organic reaction records. Task: describe an organic reaction: reactants, conditions, products, and yield Reactants: OC(C(=O)O)(CCC)C(N[C@H]1C2=C(C3=C(NC1=O)C=CC=C3)C=CC=C2)=O (2-hydroxy-2-((S)-6-oxo-6,7-dihydro-5H-dibenzo[b,d]azepin-7-ylcarbamoyl)-pentanoic acid), C1(CC1)CN (cyclopropanmethylamine), O.ON1N=NC2=C1C=CC=C2 (1-hydroxy-benzotriazole hydrate), C(C)(C)N(CC)C(C)C (diisopropylethylamine), Cl.CN(CCCN=C=NCC)C (N-(3-dimethylaminopropyl)-N′-ethyl-carbodiimide hydrochloride). Run in O1CCCC1 (tetrahydrofuran). Reaction conditions: time 8 hour. Yields the product C1(CC1)CN(C(C(C(=O)N)(CCC)O)=O)[C@H]1C2=C(C3=C(NC1=O)C=CC=C3)C=CC=C2 ((R/S)-N-cyclopropylmethyl-2-hydroxy-N-((S)-6-oxo-6,7-dihydro-5H-dibenzo[b,d]azepin-7-yl)-2-propyl-malonamide). Isolated yield 62.4%. Reaction SMILES: [OH:1][C:2]([C:9](=[O:27])[NH:10][C@@H:11]1[C:17](=[O:18])[NH:16][C:15]2[CH:19]=[CH:20][CH:21]=[CH:22][C:14]=2[C:13]2[CH:23]=[CH:24][CH:25]=[CH:26][C:12]1=2)([CH2:6][CH2:7][CH3:8])[C:3](O)=[O:4].[CH:28]1([CH2:31]N)[CH2:30][CH2:29]1.O.O[N:35]1C2C=CC=CC=2N=N1.C(N(C(C)C)CC)(C)C.Cl.CN(C)CCCN=C=NCC>O1CCCC1>[CH:28]1([CH2:31][N:10]([C@@H:11]2[C:17](=[O:18])[NH:16][C:15]3[CH:19]=[CH:20][CH:21]=[CH:22][C:14]=3[C:13]3[CH:23]=[CH:24][CH:25]=[CH:26][C:12]2=3)[C:9](=[O:27])[C:2]([OH:1])([CH2:6][CH2:7][CH3:8])[C:3]([NH2:35])=[O:4])[CH2:30][CH2:29]1 |f:2.3,5.6|. Procedure: A solution of 70.0 mg (0.19 mmol) 2-hydroxy-2-((S)-6-oxo-6,7-dihydro-5H-dibenzo[b,d]azepin-7-ylcarbamoyl)-pentanoic acid and 14.9 mg (0.21 mmol) cyclopropanmethylamine in 3 ml tetrahydrofuran were cooled to 0° C. and 28.2 mg (0.21 mmol) 1-hydroxy-benzotriazole hydrate, 71 μl (0.42 mmol) diisopropylethylamine and 40.1 mg (0.21 mmol) N-(3-dimethylaminopropyl)-N′-ethyl-carbodiimide hydrochloride were added. Stirring was continued overnight. Removal of the solvent by distillation and chromatography ... Starting materials: N1=CC=C(C=C1)N1CCC(CC1)C(=O)N1CCNCC1 (1-[1-(4-pyridyl)piperidin-4-ylcarbonyl]piperazine), C1=CC(=CC=2OC3=C(C21)C=CC=C3)S(=O)(=O)Cl (dibenzofuran-3-sulphonyl chloride). Product: C1=CC(=CC=2OC3=C(C21)C=CC=C3)S(=O)(=O)N3CCN(CC3)C(=O)C3CCN(CC3)C3=CC=NC=C3 (1-(dibenzofuran-3-ylsulphonyl)-4-[1-(4-pyridyl)piperidin-4-ylcarbonyl]piperazine). The yield is 75.0%. RXN SMILES: [N:1]1[CH:6]=[CH:5][C:4]([N:7]2[CH2:12][CH2:11][CH:10]([C:13]([N:15]3[CH2:20][CH2:19][NH:18][CH2:17][CH2:16]3)=[O:14])[CH2:9][CH2:8]2)=[CH:3][CH:2]=1.[CH:21]1[C:29]2[C:28]3[CH:30]=[CH:31][CH:32]=[CH:33][C:27]=3[O:26][C:25]=2[CH:24]=[C:23]([S:34](Cl)(=[O:36])=[O:35])[CH:22]=1>>[CH:21]1[C:29]2[C:28]3[CH:30]=[CH:31][CH:32]=[CH:33][C:27]=3[O:26][C:25]=2[CH:24]=[C:23]([S:34]([N:18]2[CH2:17][CH2:16][N:15]([C:13]([CH:10]3[CH2:11][CH2:12][N:7]([C:4]4[CH:3]=[CH:2][N:1]=[CH:6][CH:5]=4)[CH2:8][CH2:9]3)=[O:14])[CH2:20][CH2:19]2)(=[O:35])=[O:36])[CH:22]=1. Reported procedure: Using an analogous procedure to that described in Example 2, 1-[1-(4-pyridyl)piperidin-4-ylcarbonyl]piperazine was reacted with dibenzofuran-3-sulphonyl chloride to give 1-(dibenzofuran-3-ylsulphonyl)-4-[1-(4-pyridyl)piperidin-4-ylcarbonyl]piperazine as a glassy solid in 75% yield;